The task is: describe an organic reaction: reactants, conditions, products, and yield. This data is from the Open Reaction Database (ORD), a public repository of structured organic reaction records. Starting materials: COCCOC, CCOC(=O)CP(=O)(OCC)OCC, O=C(c1ccc(Cl)cc1)c1ccc(Cl)cc1, [H-], [Na+]. Product: CCOC(=O)C=C(c1ccc(Cl)cc1)c1ccc(Cl)cc1. RXN SMILES: [CH3:33][O:34][CH2:35][CH2:36][O:37][CH3:38].[CH3:3][CH2:4][O:5][C:6](=[O:7])[CH2:8][P:9]([O:10][CH2:11][CH3:12])([O:13][CH2:14][CH3:15])=[O:16].[Cl:17][c:18]1[cH:19][cH:20][c:21]([C:22](=[O:23])[c:24]2[cH:25][cH:26][c:27]([Cl:30])[cH:28][cH:29]2)[cH:31][cH:32]1.[H-:1].[Na+:2]>>[CH3:3][CH2:4][O:5][C:6](=[O:7])[CH:8]=[C:22]([c:21]1[cH:20][cH:19][c:18]([Cl:17])[cH:32][cH:31]1)[c:24]1[cH:25][cH:26][c:27]([Cl:30])[cH:28][cH:29]1. Reactants: C(C1=CC=CC=C1)O[C@H]1[C@@H](OC)O[C@@H]([C@H]([C@@H]1OCC1=CC=CC=C1)O[C@@H]1[C@H](OCC2=CC=CC=C2)[C@@H](OCC2=CC=CC=C2)[C@@H](O)[C@H](O1)COCC1=CC=CC=C1)COCC1=CC=CC=C1 (methyl 2,3,6-tri-O-benzyl-4-O-(2,3,6-tri-O-benzyl-α-D-galactopyranosyl)-α-D-glucopyranoside), C(C1=CC=CC=C1)O[C@H]1[C@H](O[C@@H]([C@@H]([C@@H]1OCC1=CC=CC=C1)OS(=O)(=O)C(F)(F)F)COCC1=CC=CC=C1)O[C@H]1[C@@H]([C@H]([C@@H](OC)O[C@@H]1COCC1=CC=CC=C1)OCC1=CC=CC=C1)OCC1=CC=CC=C1.OS(=O)(=O)C(F)(F)F (triflate methyl 4-O-(2,3,6-tri-O-benzyl-4-O-tri-fluoromethylsulfonyl-α-D-galactopyranosyl)-2,3,6-tri-O-benzyl-α-D-glucopyranoside), N1=CC=CC=C1 (pyridine), FC(S(=O)(=O)OS(=O)(=O)C(F)(F)F)(F)F (trifluoromethanesulfonic anhydride). Solvent: C(Cl)Cl (methylene chloride), C(Cl)Cl (methylene chloride). Conditions: temperature -10 celsius, time 15 minute. Product: C(C1=CC=CC=C1)O[C@H]1[C@H](O[C@@H]([C@@H]([C@@H]1OCC1=CC=CC=C1)OS(=O)(=O)C(F)(F)F)COCC1=CC=CC=C1)O[C@H]1[C@@H]([C@H]([C@@H](OC)O[C@@H]1COCC1=CC=CC=C1)OCC1=CC=CC=C1)OCC1=CC=CC=C1 (METHYL 4-O-(2,3,6-TRI-O-BENZYL-4-O-TRIFLUOROMETHYLSULFONYL-α-D-GALACTOPYRANOSYL)-2,3,6-TRI-O-BENZYL-α-D-GLUCOPYRANOSIDE). Reaction SMILES: N1C=CC=CC=1.FC(F)(F)S(OS(C(F)(F)F)(=O)=O)(=O)=O.C(O[C@@H]1[C@@H](OCC2C=CC=CC=2)[C@H](O[C@H]2O[C@H](COCC3C=CC=CC=3)[C@H](O)[C@H](OCC3C=CC=CC=3)[C@H]2OCC2C=CC=CC=2)[C@@H](COCC2C=CC=CC=2)O[C@@H]1OC)C1C=CC=CC=1.[CH2:88]([O:95][C@@H:96]1[C@@H:101]([O:102][CH2:103][C:104]2[CH:109]=[CH:108][CH:107]=[CH:106][CH:105]=2)[C@@H:100]([O:110][S:111]([C:114]([F:117])([F:116])[F:115])(=[O:113])=[O:112])[C@@H:99]([CH2:118][O:119][CH2:120][C:121]2[CH:126]=[CH:125][CH:124]=[CH:123][CH:122]=2)[O:98][C@@H:97]1[O:127][C@@H:128]1[C@@H:135]([CH2:136][O:137][CH2:138][C:139]2[CH:144]=[CH:143][CH:142]=[CH:141][CH:140]=2)[O:134][C@H:131]([O:132][CH3:133])[C@H:130]([O:145][CH2:146][C:147]2[CH:152]=[CH:151][CH:150]=[CH:149][CH:148]=2)[C@H:129]1[O:153][CH2:154][C:155]1[CH:160]=[CH:159][CH:158]=[CH:157][CH:156]=1)[C:89]1[CH:94]=[CH:93][CH:92]=[CH:91][CH:90]=1.OS(C(F)(F)F)(=O)=O>C(Cl)Cl>[CH2:88]([O:95][C@@H:96]1[C@@H:101]([O:102][CH2:103][C:104]2[CH:105]=[CH:106][CH:107]=[CH:108][CH:109]=2)[C@@H:100]([O:110][S:111]([C:114]([F:115])([F:116])[F:117])(=[O:112])=[O:113])[C@@H:99]([CH2:118][O:119][CH2:120][C:121]2[CH:126]=[CH:125][CH:124]=[CH:123][CH:122]=2)[O:98][C@@H:97]1[O:127][C@@H:128]1[C@@H:135]([CH2:136][O:137][CH2:138][C:139]2[CH:140]=[CH:141][CH:142]=[CH:143][CH:144]=2)[O:134][C@H:131]([O:132][CH3:133])[C@H:130]([O:145][CH2:146][C:147]2[CH:152]=[CH:151][CH:150]=[CH:149][CH:148]=2)[C@H:129]1[O:153][CH2:154][C:155]1[CH:156]=[CH:157][CH:158]=[CH:159][CH:160]=1)[C:89]1[CH:94]=[CH:93][CH:92]=[CH:91][CH:90]=1 |f:3.4|. Procedure: To a solution of dry pyridine (0.49 mL) in dry methylene chloride (40 mL) cooled to -15° C. is added trifluoromethanesulfonic anhydride (0.91 mL). The mixture is stirred during 15 min at -10° C., then methyl 2,3,6-tri-O-benzyl-4-O-(2,3,6-tri-O-benzyl-α-D-galactopyranosyl)-α-D-glucopyranoside (2.428 g, 2.71 mmol) in methylene chloride (10 mL) is added. The mixture is stirred during 1.5 h at -10° C. The reaction mixture is washed with water. The organic layer is dried over sodium sulfate, filtered... The reactants are O1COC2=C1C=CC(=C2)CCS (2-(1,3-benzodioxol-5-yl)ethanethiol), BrCC(=O)O (bromoacetic acid), [OH-].[Na+] (sodium hydroxide). Solvent: C(C)O (ethanol), O (water), C(C)O (ethanol). The product is O1COC2=C1C=CC(=C2)CCSCC(=O)O ([{2-(1,3-benzodioxol-5-yl)ethyl}thio]acetic acid). Isolated yield 93.2%. Reaction SMILES: [O:1]1[C:5]2[CH:6]=[CH:7][C:8]([CH2:10][CH2:11][SH:12])=[CH:9][C:4]=2[O:3][CH2:2]1.Br[CH2:14][C:15]([OH:17])=[O:16].[OH-].[Na+]>C(O)C.O>[O:1]1[C:5]2[CH:6]=[CH:7][C:8]([CH2:10][CH2:11][S:12][CH2:14][C:15]([OH:17])=[O:16])=[CH:9][C:4]=2[O:3][CH2:2]1 |f:2.3|. Reported procedure: 100 g of 2-(1,3-benzodioxol-5-yl)ethanethiol and 75.1 g of bromoacetic acid were dissolved in 1 l of ethanol. A solution of 44 g of sodium hydroxide in 125 ml of water and then 2 l of ethanol were added thereto. The mixture was heated under reflux for 3 h. The reaction mixture was concentrated under reduced pressure. 2.5 l of water was added thereto. The mixture was made alkaline with a 1N sodium hydroxide solution, washed with 35% hydrochloric acid, extracted with ethyl acetate, washed with wat... The reactants are CCO, COC(=O)c1ccc(NC(c2oc3ccc(F)cc3c2C)C2CCCC2)cc1, [Na+], C1CCOC1, [OH-]. The product is Cc1c(C(Nc2ccc(C(=O)O)cc2)C2CCCC2)oc2ccc(F)cc12. Reaction SMILES: [CH3:36][CH2:37][OH:38].[CH:1]1([CH:6]([c:7]2[o:8][c:9]3[c:10]([c:11]2[CH3:12])[cH:13][c:14]([F:17])[cH:15][cH:16]3)[NH:18][c:19]2[cH:20][cH:21][c:22]([C:23](=[O:24])[O:25][CH3:26])[cH:27][cH:28]2)[CH2:2][CH2:3][CH2:4][CH2:5]1.[Na+:35].[O:29]1[CH2:30][CH2:31][CH2:32][CH2:33]1.[OH-:34]>>[CH:1]1([CH:6]([c:7]2[o:8][c:9]3[c:10]([c:11]2[CH3:12])[cH:13][c:14]([F:17])[cH:15][cH:16]3)[NH:18][c:19]2[cH:20][cH:21][c:22]([C:23](=[O:24])[OH:25])[cH:27][cH:28]2)[CH2:2][CH2:3][CH2:4][CH2:5]1. Reactants: CCOC(OCC)N1C(=O)C(c2ncnc3cc(OCCOC)c(OC)cc23)c2ccccc21, CCO, Cl. Yields the product COCCOc1cc2ncnc(C3C(=O)N(C=O)c4ccccc43)c2cc1OC. Reaction SMILES: [CH2:2]([O:4][CH:5]([O:3][CH2:33][CH3:34])[N:6]1[C:7](=[O:32])[CH:8]([c:15]2[n:16][cH:17][n:18][c:19]3[cH:20][c:21]([O:27][CH2:28][CH2:29][O:30][CH3:31])[c:22]([O:25][CH3:26])[cH:23][c:24]23)[c:9]2[cH:10][cH:11][cH:12][cH:13][c:14]21)[CH3:35].[CH3:36][CH2:37][OH:38].[ClH:1]>>[O:4]=[CH:5][N:6]1[C:7](=[O:32])[CH:8]([c:15]2[n:16][cH:17][n:18][c:19]3[cH:20][c:21]([O:27][CH2:28][CH2:29][O:30][CH3:31])[c:22]([O:25][CH3:26])[cH:23][c:24]23)[c:9]2[cH:10][cH:11][cH:12][cH:13][c:14]21. The reactants are ClCCl, CC(C)C[AlH]CC(C)C, CCOC(=O)c1c(Cl)nc2cc(Cl)c(OC)cc2c1CN1CCN(C)CC1. The product is COc1cc2c(CN3CCN(C)CC3)c(CO)c(Cl)nc2cc1Cl. RXN SMILES: [CH2:37]([Cl:38])[Cl:39].[CH3:28][CH:29]([CH2:30][AlH:31][CH2:32][CH:33]([CH3:34])[CH3:35])[CH3:36].[Cl:1][c:2]1[n:3][c:4]2[cH:5][c:6]([Cl:27])[c:7]([O:25][CH3:26])[cH:8][c:9]2[c:10]([CH2:17][N:18]2[CH2:19][CH2:20][N:21]([CH3:24])[CH2:22][CH2:23]2)[c:11]1[C:12](=[O:13])[O:14][CH2:15][CH3:16]>>[Cl:1][c:2]1[n:3][c:4]2[cH:5][c:6]([Cl:27])[c:7]([O:25][CH3:26])[cH:8][c:9]2[c:10]([CH2:17][N:18]2[CH2:19][CH2:20][N:21]([CH3:24])[CH2:22][CH2:23]2)[c:11]1[CH2:12][OH:13].